Dataset: the Open Reaction Database (ORD), a public repository of structured organic reaction records. Task: describe an organic reaction: reactants, conditions, products, and yield RXN SMILES: [CH2:1]([CH3:2])[c:3]1[cH:4][c:5](-[c:11]2[cH:12][cH:13][c:14]([S:16](=[O:17])(=[O:18])[Cl:19])[s:15]2)[c:6]([CH3:10])[nH:7][c:8]1=[O:9].[n:20]1[c:21]([CH2:26][CH2:27][NH2:28])[cH:22][cH:23][cH:24][cH:25]1>>[CH2:1]([CH3:2])[c:3]1[cH:4][c:5](-[c:11]2[cH:12][cH:13][c:14]([S:16](=[O:17])(=[O:18])[NH:28][CH2:27][CH2:26][c:21]3[n:20][cH:25][cH:24][cH:23][cH:22]3)[s:15]2)[c:6]([CH3:10])[nH:7][c:8]1=[O:9]. Product: CCc1cc(-c2ccc(S(=O)(=O)NCCc3ccccn3)s2)c(C)[nH]c1=O. Starting materials: CCc1cc(-c2ccc(S(=O)(=O)Cl)s2)c(C)[nH]c1=O, NCCc1ccccn1. Reactants: CS(=O)(=O)Cl, CCOC(C)=O, CCN(C(C)C)C(C)C, ClCCl, O=[N+]([O-])c1cnccc1C1=CCC(O)CC1. The product is CS(=O)(=O)OC1CC=C(c2ccncc2[N+](=O)[O-])CC1. RXN SMILES: [CH3:26][S:27]([Cl:28])(=[O:29])=[O:30].[CH3:34][CH2:35][O:36][C:37](=[O:38])[CH3:39].[CH:17]([N:18]([CH2:19][CH3:20])[CH:21]([CH3:22])[CH3:23])([CH3:24])[CH3:25].[Cl:31][CH2:32][Cl:33].[N+:1](=[O:2])([O-:3])[c:4]1[cH:5][n:6][cH:7][cH:8][c:9]1[C:10]1=[CH:11][CH2:12][CH:13]([OH:16])[CH2:14][CH2:15]1>>[N+:1](=[O:2])([O-:3])[c:4]1[cH:5][n:6][cH:7][cH:8][c:9]1[C:10]1=[CH:11][CH2:12][CH:13]([O:16][S:27]([CH3:26])(=[O:29])=[O:30])[CH2:14][CH2:15]1. Starting materials: CC[N+](CC)(CC)Cc1ccccc1, C=Cc1ccccc1OCOC, ClC(Cl)Cl, [Cl-], [Na+], [OH-], O. The product is COCOc1ccccc1C1CC1(Cl)Cl. As a reaction SMILES: [CH2:21]([N+:22]([CH2:23][CH3:24])([CH2:25][CH3:26])[CH2:27][CH3:28])[c:29]1[cH:30][cH:31][cH:32][cH:33][cH:34]1.[CH3:1][O:2][CH2:3][O:4][c:5]1[c:6]([CH:11]=[CH2:12])[cH:7][cH:8][cH:9][cH:10]1.[CH:16]([Cl:17])([Cl:18])[Cl:19].[Cl-:20].[Na+:14].[OH-:13].[OH2:15]>>[CH3:1][O:2][CH2:3][O:4][c:5]1[c:6]([CH:11]2[CH2:12][C:16]2([Cl:17])[Cl:19])[cH:7][cH:8][cH:9][cH:10]1. Reaction SMILES: [CH3:1][C:2]([CH3:12])([CH3:11])[CH:3]([OH:10])[CH2:4][N:5]1[CH:9]=[CH:8][N:7]=[CH:6]1.[H-].[Na+].[H][H].F[C:18]1[CH:23]=[CH:22][C:21]([N+:24]([O-:26])=[O:25])=[CH:20][CH:19]=1>CN(C)C=O.C1(C)C=CC=CC=1.[O-2].[O-2].[Mn+4]>[N+:24]([C:21]1[CH:22]=[CH:23][C:18]([O:10][CH:3]([C:2]([CH3:12])([CH3:11])[CH3:1])[CH2:4][N:5]2[CH:9]=[CH:8][N:7]=[CH:6]2)=[CH:19][CH:20]=1)([O-:26])=[O:25] |f:1.2,7.8.9|. Product: [N+](=O)([O-])C1=CC=C(OC(CN2C=NC=C2)C(C)(C)C)C=C1 (1-[2-(4-nitrophenoxy)-3,3-dimethyl-n-butyl]imidazole). Procedure details: A solution of 1-(3,3-dimethyl-2-hydroxy-n-butyl)imidazole (5.2 g) in a mixture of 50 ml of dimethylformamide and 25 ml of toluene was treated with sodium hydride (3.4 g of 50% dispersion in mineral oil) and stirred at room temperature. After the evolution of hydrogen ceases, manganese dioxide (3.0 g) was added and the mixture cooled in an ice bath. To this mixture was added p-fluoronitrobenzene (8.0 g) and the resulting mixture stirred at room temperature for 3 hours. The reaction mixture was th... The yield is 72.7%. Reactants: CC(C(CN1C=NC=C1)O)(C)C (1-(3,3-dimethyl-2-hydroxy-n-butyl)imidazole), [H][H] (hydrogen), FC1=CC=C(C=C1)[N+](=O)[O-] (p-fluoronitrobenzene), [H-].[Na+] (sodium hydride). Run in CN(C=O)C (dimethylformamide), C1(=CC=CC=C1)C (toluene). Reagents/catalysts: [O-2].[O-2].[Mn+4] (manganese dioxide).